This data is from the Open Reaction Database (ORD), a public repository of structured organic reaction records. The task is: describe an organic reaction: reactants, conditions, products, and yield Starting materials: C(C)(C)(C)O[C@H](C(=O)OC)C1=C(C2=C(N=C(S2)N2C(C=CC2)=O)C=C1C)C1=CC=C(C=C1)Cl ((S)-methyl 2-tert-butoxy-2-(7-(4-chlorophenyl)-5-methyl-2-(2-oxo-2,5-dihydro-1H-pyrrol-1-yl)benzo[d]thiazol-6-yl)acetate), CN1N=CC2=CC(=CC=C12)B(O)O (1-methyl-1H-indazol-5-ylboronic acid), C([O-])([O-])=O.[K+].[K+] (potassium carbonate), C=1C=CC(=CC1)P(C=2C=CC=CC2)C3=CC=C4C=CC=CC4=C3C5=C6C=CC=CC6=CC=C5P(C=7C=CC=CC7)C=8C=CC=CC8 (BINAP). Reagents/catalysts: C1/C=C\CC/C=C\C1.C1/C=C\CC/C=C\C1.[Cl-].[Cl-].[Rh].[Rh] (chloro(1,5-cyclooctadiene)rhodium (I) dimer). Solvent: O1CCOCC1.O (1,4-dioxane water). Run at temperature 80 celsius. Yields the product C(C)(C)(C)O[C@H](C(=O)OC)C1=C(C2=C(N=C(S2)N2C(CC(C2)C=2C=C3C=NN(C3=CC2)C)=O)C=C1C)C1=CC=C(C=C1)Cl ((2S)-methyl 2-tert-butoxy-2-(7-(4-chlorophenyl)-5-methyl-2-(4-(1-methyl-1H-indazol-5-yl)-2-oxopyrrolidin-1-yl)benzo[d]thiazol-6-yl)acetate). As a reaction SMILES: [C:1]([O:5][C@@H:6]([C:11]1[C:25]([CH3:26])=[CH:24][C:14]2[N:15]=[C:16]([N:18]3[CH2:22][CH:21]=[CH:20][C:19]3=[O:23])[S:17][C:13]=2[C:12]=1[C:27]1[CH:32]=[CH:31][C:30]([Cl:33])=[CH:29][CH:28]=1)[C:7]([O:9][CH3:10])=[O:8])([CH3:4])([CH3:3])[CH3:2].[CH3:34][N:35]1[C:43]2[C:38](=[CH:39][C:40](B(O)O)=[CH:41][CH:42]=2)[CH:37]=[N:36]1.C1C=CC(P(C2C(C3C(P(C4C=CC=CC=4)C4C=CC=CC=4)=CC=C4C=3C=CC=C4)=C3C(C=CC=C3)=CC=2)C2C=CC=CC=2)=CC=1.C(=O)([O-])[O-].[K+].[K+]>O1CCOCC1.O.C1CC=CCCC=C1.C1CC=CCCC=C1.[Cl-].[Cl-].[Rh].[Rh]>[C:1]([O:5][C@@H:6]([C:11]1[C:25]([CH3:26])=[CH:24][C:14]2[N:15]=[C:16]([N:18]3[CH2:22][CH:21]([C:40]4[CH:39]=[C:38]5[C:43](=[CH:42][CH:41]=4)[N:35]([CH3:34])[N:36]=[CH:37]5)[CH2:20][C:19]3=[O:23])[S:17][C:13]=2[C:12]=1[C:27]1[CH:32]=[CH:31][C:30]([Cl:33])=[CH:29][CH:28]=1)[C:7]([O:9][CH3:10])=[O:8])([CH3:4])([CH3:2])[CH3:3] |f:3.4.5,6.7,8.9.10.11.12.13|. Procedure: To a solution of (S)-methyl 2-tert-butoxy-2-(7-(4-chlorophenyl)-5-methyl-2-(2-oxo-2,5-dihydro-1H-pyrrol-1-yl)benzo[d]thiazol-6-yl)acetate (12 mg, 0.025 mmol) in 1,4-dioxane/water (0.5 mL/50 μL) was added 1-methyl-1H-indazol-5-ylboronic acid (8 mg, 0.050 mmol), followed by chloro(1,5-cyclooctadiene)rhodium (I) dimer (1 mg), BINAP (5 mg), and potassium carbonate solution (2 N, 6 μL). The mixture was purged with nitrogen and heated at 80° C. for 24 hours. The mixture was diluted with EtOAc, and was... Starting materials: OC(C1=CC=C(C(=O)OC(C)(C)C)C=C1)C1=CC=CC=C1 (tert-butyl 4-(hydroxy(phenyl)methyl)benzoate), [H-].[Na+] (sodium hydride), IC (iodomethane). Run in CN(C=O)C (N,N-dimethylformamide). Reaction conditions: time 0.5 hour. Yields the product COC(C1=CC=C(C(=O)OC(C)(C)C)C=C1)C1=CC=CC=C1 (tert-butyl 4-(methoxy(phenyl)methyl)benzoate). The yield is 86.0%. Reaction SMILES: [OH:1][CH:2]([C:16]1[CH:21]=[CH:20][CH:19]=[CH:18][CH:17]=1)[C:3]1[CH:15]=[CH:14][C:6]([C:7]([O:9][C:10]([CH3:13])([CH3:12])[CH3:11])=[O:8])=[CH:5][CH:4]=1.[H-].[Na+].I[CH3:25]>CN(C)C=O>[CH3:25][O:1][CH:2]([C:16]1[CH:17]=[CH:18][CH:19]=[CH:20][CH:21]=1)[C:3]1[CH:4]=[CH:5][C:6]([C:7]([O:9][C:10]([CH3:13])([CH3:12])[CH3:11])=[O:8])=[CH:14][CH:15]=1 |f:1.2|. Reported procedure: A solution of tert-butyl 4-(hydroxy(phenyl)methyl)benzoate (1.4 g, 4.9 mmol) was dropped to the suspension of sodium hydride (237 mg, 5.9 mmol) in N,N-dimethylformamide (20 mL) and then the mixture was stirred 0.5 hour. Then iodomethane (3.0 mL) was added to the mixture and stirred at room temperature for 2 hours. The resultant mixture was concentrated to give a residue. The residue was purified by column chromatography (silica gel, petroleum ether/ethyl acetate=6:1) to give tert-butyl 4-(methox... Reactants: CCCC1=C(C(=O)OCC)C(c2cccc([N+](=O)[O-])c2)C(C(=O)OCC)=C(C)N1, CCCCCC, CCOCCl, c1ccccc1. Yields the product CCCC1=C(C(=O)OCC)C(c2cccc([N+](=O)[O-])c2)C(C(=O)OCC)=C(C)N1COCC. Reaction SMILES: [CH3:1][C:2]1=[C:7]([C:8](=[O:9])[O:10][CH2:11][CH3:12])[CH:6]([c:13]2[cH:14][c:15]([N+:19](=[O:20])[O-:21])[cH:16][cH:17][cH:18]2)[C:5]([C:22](=[O:23])[O:24][CH2:25][CH3:26])=[C:4]([CH2:27][CH2:28][CH3:29])[NH:3]1.[CH3:41][CH2:42][CH2:43][CH2:44][CH2:45][CH3:46].[Cl:30][CH2:31][O:32][CH2:33][CH3:34].[cH:35]1[cH:36][cH:37][cH:38][cH:39][cH:40]1>>[CH3:1][C:2]1=[C:7]([C:8](=[O:9])[O:10][CH2:11][CH3:12])[CH:6]([c:13]2[cH:14][c:15]([N+:19](=[O:20])[O-:21])[cH:16][cH:17][cH:18]2)[C:5]([C:22](=[O:23])[O:24][CH2:25][CH3:26])=[C:4]([CH2:27][CH2:28][CH3:29])[N:3]1[CH2:31][O:32][CH2:33][CH3:34].